Dataset: the Open Reaction Database (ORD), a public repository of structured organic reaction records. Task: describe an organic reaction: reactants, conditions, products, and yield Reactants: BrC=1N=C(N(C1C=O)CC1=CC=C(C=C1)C#N)C (4-Bromo-1-(4-cyanobenzyl)-2-methylimidazole-5-carboxaldehyde), N1C=NC=C1 (imidazole), [H][H] (hydrogen). The reagents and catalysts are [Pd] (palladium on carbon). Run in ethyl acetate-alcohol. Reaction conditions: time 2 hour. The product is C(#N)C1=CC=C(CN2C(=NC=C2C=O)C)C=C1 (1-(4-Cyanobenzyl)-2-methylimidazole-5-carboxaldehyde). Reaction SMILES: Br[C:2]1[N:3]=[C:4]([CH3:18])[N:5]([CH2:9][C:10]2[CH:15]=[CH:14][C:13]([C:16]#[N:17])=[CH:12][CH:11]=2)[C:6]=1[CH:7]=[O:8].N1C=CN=C1.[H][H]>[Pd]>[C:16]([C:13]1[CH:14]=[CH:15][C:10]([CH2:9][N:5]2[C:6]([CH:7]=[O:8])=[CH:2][N:3]=[C:4]2[CH3:18])=[CH:11][CH:12]=1)#[N:17]. Reported procedure: A solution of 4-bromo-1-(4-cyanobenzyl)-2-methylimidazole-5-carboxaldehyde (1.33 g, 4.37 mmol) (Step B) and imidazole (0.600 g, 8.74 mmol) in 1:1 ethyl acetate-alcohol (150 mL) was stirred with 10% palladium on carbon (0.020 g) under 1 atm hydrogen. After 2 h, the reaction was filtered through celite and concentrated to give the title compound as a white solid.